Dataset: the Open Reaction Database (ORD), a public repository of structured organic reaction records. Task: describe an organic reaction: reactants, conditions, products, and yield Product: CCN(CC)CCOc1ccccc1OC(=Cc1ccccc1)C(C)=O. The reactants are CCN(CC)CCCl, CC(C)=O, [Na], CC(=O)C(=Cc1ccccc1)Oc1ccccc1O. RXN SMILES: [CH2:1]([CH3:2])[N:3]([CH2:4][CH3:5])[CH2:6][CH2:7][Cl:8].[CH3:29][C:30](=[O:31])[CH3:32].[Na:9].[OH:10][c:11]1[c:12]([O:13][C:14]([C:15]([CH3:16])=[O:17])=[CH:18][c:19]2[cH:20][cH:21][cH:22][cH:23][cH:24]2)[cH:25][cH:26][cH:27][cH:28]1>>[CH2:1]([CH3:2])[N:3]([CH2:4][CH3:5])[CH2:6][CH2:7][O:10][c:11]1[c:12]([O:13][C:14]([C:15]([CH3:16])=[O:17])=[CH:18][c:19]2[cH:20][cH:21][cH:22][cH:23][cH:24]2)[cH:25][cH:26][cH:27][cH:28]1. Starting materials: Cc1ccccc1, Cc1cc(F)ccc1-c1cc(C2CCC(C)(C(N)=O)N2)ncc1N(C)C(=O)C(C)(C)c1cc(C(F)(F)F)cc(C(F)(F)F)c1, O=C([O-])c1ccccc1, O=C(O)c1ccccc1. Product: Cc1cc(F)ccc1-c1cc(C2CCC(C)(C(N)=O)N2)ncc1N(C)C(=O)C(C)(C)c1cc(C(F)(F)F)cc(C(F)(F)F)c1, O=C(O)c1ccccc1. Reaction SMILES: [CH3:63][c:64]1[cH:65][cH:66][cH:67][cH:68][cH:69]1.[F:10][C:11]([c:12]1[cH:13][c:14]([C:22]([C:23](=[O:24])[N:25]([c:26]2[c:27](-[c:41]3[c:42]([CH3:48])[cH:43][c:44]([F:47])[cH:45][cH:46]3)[cH:28][c:29]([CH:32]3[CH2:33][CH2:34][C:35]([C:37](=[O:38])[NH2:39])([CH3:40])[NH:36]3)[n:30][cH:31]2)[CH3:49])([CH3:50])[CH3:51])[cH:15][c:16]([C:18]([F:19])([F:20])[F:21])[cH:17]1)([F:52])[F:53].[O-:54][C:55]([c:56]1[cH:57][cH:58][cH:59][cH:60][cH:61]1)=[O:62].[OH:1][C:2](=[O:3])[c:4]1[cH:5][cH:6][cH:7][cH:8][cH:9]1>>[F:10][C:11]([c:12]1[cH:13][c:14]([C:22]([C:23](=[O:24])[N:25]([c:26]2[c:27](-[c:41]3[c:42]([CH3:48])[cH:43][c:44]([F:47])[cH:45][cH:46]3)[cH:28][c:29]([CH:32]3[CH2:33][CH2:34][C:35]([C:37](=[O:38])[NH2:39])([CH3:40])[NH:36]3)[n:30][cH:31]2)[CH3:49])([CH3:50])[CH3:51])[cH:15][c:16]([C:18]([F:19])([F:20])[F:21])[cH:17]1)([F:52])[F:53].[O:1]=[C:2]([OH:3])[c:4]1[cH:5][cH:6][cH:7][cH:8][cH:9]1. Reaction SMILES: [CH2:32]1[O:33][CH2:34][CH2:35][CH2:36]1.[CH2:8]([Li:9])[CH2:10][CH2:11][CH3:12].[CH3:29][I:30].[CH:1]([NH:2][CH:3]([CH3:4])[CH3:5])([CH3:6])[CH3:7].[Cl:13][c:14]1[c:15]([C:25]([F:26])([F:27])[F:28])[cH:16][c:17]([CH2:20][C:21](=[O:22])[O:23][CH3:24])[cH:18][cH:19]1.[ClH:31]>>[CH3:1][CH:20]([c:17]1[cH:16][c:15]([C:25]([F:26])([F:27])[F:28])[c:14]([Cl:13])[cH:19][cH:18]1)[C:21](=[O:22])[O:23][CH3:24]. Yields the product COC(=O)C(C)c1ccc(Cl)c(C(F)(F)F)c1. Starting materials: C1CCOC1, [Li]CCCC, CI, CC(C)NC(C)C, COC(=O)Cc1ccc(Cl)c(C(F)(F)F)c1, Cl. The reactants are ester, ClC1=C(C=C(C=C1)CC(=O)OC)NC(=O)NC1=NC=CC=C1 (methyl 4-chloro-3-[[(2-pyridinylamino)carbonyl]amino]benzeneacetate), [OH-].[Na+] (NaOH). The product is ClC1=C(C=C(C=C1)CC(=O)O)NC(=O)NC1=NC=CC=C1 (4-Chloro-3-[[(2-pyridinylamino)carbonyl]amino]benzeneacetic Acid). As a reaction SMILES: [Cl:1][C:2]1[CH:7]=[CH:6][C:5]([CH2:8][C:9]([O:11]C)=[O:10])=[CH:4][C:3]=1[NH:13][C:14]([NH:16][C:17]1[CH:22]=[CH:21][CH:20]=[CH:19][N:18]=1)=[O:15].[OH-].[Na+]>>[Cl:1][C:2]1[CH:7]=[CH:6][C:5]([CH2:8][C:9]([OH:11])=[O:10])=[CH:4][C:3]=1[NH:13][C:14]([NH:16][C:17]1[CH:22]=[CH:21][CH:20]=[CH:19][N:18]=1)=[O:15] |f:1.2|. Procedure details: For ester cleavage, 2.47 mmol (790 mg) of methyl 4-chloro-3-[[(2-pyridinylamino)carbonyl]amino]benzeneacetate is saponified with 1N NaOH analogously to the instructions above. Product 7 is obtained without recrystallization. Yield: 693 mg of yellowish solid. The reactants are Cl (hydrochloric acid), C(CCCC)(=O)OC (methyl pentanoate), BrCCCC=C (5-bromo-1-pentene), C(C)(C)[N-]C(C)C.[Li+] (lithium diisopropyl amide), C(C)(C)NC(C)C (diisopropylamine). The solvent is C1(=CC=CC=C1)C (toluene), O1CCCC1 (tetrahydrofuran), O1CCCC1 (tetrahydrofuran), O1CCCC1 (tetrahydrofuran), C(CCC)[Li] (butyl lithium), CCCCCC (hexane). Reaction conditions: time 4 hour. The product is C(CC)C(C(=O)OC)CCCC=C (methyl 2-propyl-6-heptenoate). The yield is 43.2%. RXN SMILES: C([N-]C(C)C)(C)C.[Li+].C(NC(C)C)(C)C.[C:16]([O:22][CH3:23])(=[O:21])[CH2:17][CH2:18][CH2:19][CH3:20].Br[CH2:25][CH2:26][CH2:27][CH:28]=[CH2:29].Cl>O1CCCC1.C([Li])CCC.CCCCCC.C1(C)C=CC=CC=1>[CH2:18]([CH:17]([CH2:29][CH2:28][CH2:27][CH:26]=[CH2:25])[C:16]([O:22][CH3:23])=[O:21])[CH2:19][CH3:20] |f:0.1|. Procedure: To a solution of lithium diisopropyl amide, which was prepared from diisopropylamine (6.6 g) in dry tetrahydrofuran (50 ml) and 15% butyl lithium in hexane solution (38 ml) at -65° to -60° C. in a nitrogen atmosphere, were added dropwise a solution of methyl pentanoate (7 g) in dry tetrahydrofuran (65 ml) followed by a solution of 5-bromo-1-pentene (9 g) in dry tetrahydrofuran (30 ml) at the same temperature. The mixture was stirred for 4 hours at -65° to 0° C. All the operations described above...